Dataset: the Open Reaction Database (ORD), a public repository of structured organic reaction records. Task: describe an organic reaction: reactants, conditions, products, and yield Reactants: CCOCC, Cc1nc(-c2ccccc2)oc1CO, ClCCl, BrP(Br)Br. The product is Cc1nc(-c2ccccc2)oc1CBr. As a reaction SMILES: [CH3:19][CH2:20][O:21][CH2:22][CH3:23].[CH3:5][c:6]1[n:7][c:8](-[c:13]2[cH:14][cH:15][cH:16][cH:17][cH:18]2)[o:9][c:10]1[CH2:11][OH:12].[Cl:24][CH2:25][Cl:26].[P:1]([Br:2])([Br:3])[Br:4]>>[Br:2][CH2:11][c:10]1[c:6]([CH3:5])[n:7][c:8](-[c:13]2[cH:14][cH:15][cH:16][cH:17][cH:18]2)[o:9]1. Reactants: CC1=CC(=NC=C1)N (4-methyl-pyridin-2-ylamine), I(=O)(=O)(=O)O (periodic acid), S(O)(O)(=O)=O (sulphuric acid), II (iodine). Run in C(C)(=O)O (acetic acid), O (water). Conditions: temperature 80 celsius. The product is IC=1C(=CC(=NC1)N)C (5-iodo-4-methyl-pyridin-2-ylamine). Isolated yield 389.6%. Reaction SMILES: [CH3:1][C:2]1[CH:7]=[CH:6][N:5]=[C:4]([NH2:8])[CH:3]=1.[I:9](O)(=O)(=O)=O.S(=O)(=O)(O)O.II>C(O)(=O)C.O>[I:9][C:7]1[C:2]([CH3:1])=[CH:3][C:4]([NH2:8])=[N:5][CH:6]=1. Procedure: To a stirred solution of 4-methyl-pyridin-2-ylamine (30 g, 278 mmol, 1 eq) in acetic acid (167 mL) was added periodic acid (12.7 g, 55.6 mmol, 0.2 eq) followed by addition of sulphuric acid (4.8 mL, 90.8 mmol, 0.34 eq), water (33.3 mL) and iodine (28.7 g, 111.1 mmol, 0.4 eq) at room temperature. Resulting reaction mixture was heated at 80° C. for 6 hours. After complete consumption of starting material, reaction mixture was cooled and poured into sodium thiosulfate solution (200 mL), reddish oil... Reactants: [I-].[Na+] (Sodium iodide), C(C)(=O)NCCNC1=CC(=NC(=N1)C1=CC=CC=C1)NC(CCl)=O (N-[6-(2-Acetylaminoethylamino)-2-phenylpyrimidin-4-yl]-2-chloroacetamide), FC(C=1C=C(CN2CCNCCC2)C=CC1)(F)F (1-(3-Trifluoromethylbenzyl)-[1,4]diazepane), CCN(C(C)C)C(C)C (DIPEA), ( 12 ), ( 100 ). The solvent is C(C)#N (acetonitrile), C1CCOC1 (THF). Yields the product C(C)(=O)NCCNC1=CC(=NC(=N1)C1=CC=CC=C1)NC(CN1CCN(CCC1)CC1=CC(=CC=C1)C(F)(F)F)=O (N-[6-(2-Acetylaminoethylamino)-2-phenylpyrimidin-4-yl]-2-[4-(3-trifluoromethyl-benzyl)-[1,4]diazepan-1-yl]-acetamide). RXN SMILES: [I-].[Na+].[C:3]([NH:6][CH2:7][CH2:8][NH:9][C:10]1[N:15]=[C:14]([C:16]2[CH:21]=[CH:20][CH:19]=[CH:18][CH:17]=2)[N:13]=[C:12]([NH:22][C:23](=[O:26])[CH2:24]Cl)[CH:11]=1)(=[O:5])[CH3:4].[F:27][C:28]([F:44])([F:43])[C:29]1[CH:30]=[C:31]([CH:40]=[CH:41][CH:42]=1)[CH2:32][N:33]1[CH2:39][CH2:38][CH2:37][NH:36][CH2:35][CH2:34]1.CCN(C(C)C)C(C)C>C1COCC1.C(#N)C>[C:3]([NH:6][CH2:7][CH2:8][NH:9][C:10]1[N:15]=[C:14]([C:16]2[CH:21]=[CH:20][CH:19]=[CH:18][CH:17]=2)[N:13]=[C:12]([NH:22][C:23](=[O:26])[CH2:24][N:36]2[CH2:37][CH2:38][CH2:39][N:33]([CH2:32][C:31]3[CH:40]=[CH:41][CH:42]=[C:29]([C:28]([F:43])([F:44])[F:27])[CH:30]=3)[CH2:34][CH2:35]2)[CH:11]=1)(=[O:5])[CH3:4] |f:0.1|. Reported procedure: Sodium iodide (903 mg; 6.02 mmol) was added to a solution of chloroacetamide 6 (2.088 g; 6.00 mmol), 1-(3-trifluoromethylbenzyl)-[1,4]diazepane (7.40) (1.863 g; 7.21 mmol) and DIPEA (1.45 mL; 8.32 mmol) in 3:1 acetonitrile:THF (30 mL). After 21 h the reaction was concentrated on a rotary evaporator. EtOAc (90 mL) was added and the suspension was washed with 50% saturated NaHCO3 (25 mL), water (3×25 mL) and saturated NaCl (2×25 mL). The solution was dried (MgSO4), filtered, concentrated to an oil... Reactants: [Al+3], CC(=O)Nc1nc(-c2ccc(N)cc2)c[nH]1, [H-], [H-], [H-], [H-], [Li+], C1CCOC1. The product is CCNc1nc(-c2ccc(N)cc2)c[nH]1. As a reaction SMILES: [Al+3:18].[C:1]([CH3:2])(=[O:3])[NH:4][c:5]1[nH:6][cH:7][c:8](-[c:10]2[cH:11][cH:12][c:13]([NH2:16])[cH:14][cH:15]2)[n:9]1.[H-:17].[H-:20].[H-:21].[H-:22].[Li+:19].[O:23]1[CH2:24][CH2:25][CH2:26][CH2:27]1>>[CH2:1]([CH3:2])[NH:4][c:5]1[nH:6][cH:7][c:8](-[c:10]2[cH:11][cH:12][c:13]([NH2:16])[cH:14][cH:15]2)[n:9]1. The reactants are BrCCC(CCC)=O (6-bromo-4-hexanone), Cl.Cl.N1=C(N=CC=C1)N1CCNCC1 (1-(2-pyrimidinyl)piperazine dihydrochloride), CN(C=O)C (dimethylformamide), C([O-])(O)=O.[Na+] (sodium bicarbonate). The solvent is C(C)O (ethanol). Yields the product N1=C(N=CC=C1)N1CCN(CC1)CCCCC(C)=O (6-[4-(2-pyrimidinyl)-1-piperazinyl]-2-hexanone). The yield is 57.2%. Reaction SMILES: BrC[CH2:3][C:4](=[O:8])[CH2:5][CH2:6][CH3:7].Cl.Cl.[N:11]1[CH:16]=[CH:15][CH:14]=[N:13][C:12]=1[N:17]1[CH2:22][CH2:21][NH:20][CH2:19][CH2:18]1.[CH3:23]N(C)C=O.C(=O)(O)[O-].[Na+]>C(O)C>[N:11]1[CH:16]=[CH:15][CH:14]=[N:13][C:12]=1[N:17]1[CH2:22][CH2:21][N:20]([CH2:23][CH2:7][CH2:6][CH2:5][C:4](=[O:8])[CH3:3])[CH2:19][CH2:18]1 |f:1.2.3,5.6|. Procedure: A solution of 17.9 g of 6-bromo-4-hexanone and 23.7 g of 1-(2-pyrimidinyl)piperazine dihydrochloride in 500 ml of ethanol and 100 ml of dimethylformamide containing 42 g of sodium bicarbonate is refluxed for 12 hours. The mixture is filtered through Celite, evaporated in vacuo, and the residue chromatographed over silica gel to give 15 g of 6-[4-(2-pyrimidinyl)-1-piperazinyl]-2-hexanone; mp 44°-47° C. Starting materials: ClC1=NC(=NC(=C1CC(=O)OC)SC)C (methyl 2-(4-chloro-2-methyl-6-methylthio-pyrimidin-5-yl)-acetate), C([O-])([O-])=O.[K+].[K+] (potassium carbonate), C(#N)C1=C(OC=2C=C(C=CC2)O)C=CC=C1 (3-(2-cyanophenoxy)phenol), O (water). Reagents/catalysts: [Cu](I)I (copper iodide). Run in CN(C)C=O (DMF), CN(C)C=O (DMF). The product is CC1=NC(=C(C(=N1)SC)CC(=O)OC)OC1=CC(=CC=C1)OC1=C(C=CC=C1)C#N (methyl 2-[2-methyl-4-methylthio-6-(3-(2-cyanophenoxy)-phenoxy)-pyrimidin-5-yl]-acetate). RXN SMILES: Cl[C:2]1[C:7]([CH2:8][C:9]([O:11][CH3:12])=[O:10])=[C:6]([S:13][CH3:14])[N:5]=[C:4]([CH3:15])[N:3]=1.C(=O)([O-])[O-].[K+].[K+].[C:22]([C:24]1[CH:37]=[CH:36][CH:35]=[CH:34][C:25]=1[O:26][C:27]1[CH:28]=[C:29]([OH:33])[CH:30]=[CH:31][CH:32]=1)#[N:23].O>CN(C=O)C.[Cu](I)I>[CH3:15][C:4]1[N:5]=[C:6]([S:13][CH3:14])[C:7]([CH2:8][C:9]([O:11][CH3:12])=[O:10])=[C:2]([O:33][C:29]2[CH:30]=[CH:31][CH:32]=[C:27]([O:26][C:25]3[CH:34]=[CH:35][CH:36]=[CH:37][C:24]=3[C:22]#[N:23])[CH:28]=2)[N:3]=1 |f:1.2.3|. Procedure details: A solution of methyl 2-(4-chloro-2-methyl-6-methylthio-pyrimidin-5-yl)-acetate (5.5 g) in DMF (80 ml) is added to a suspension of anhydrous potassium carbonate (5.6 g) and 3-(2-cyanophenoxy)phenol (5.1 g) and copper iodide (1 g) in DMF at room temperature. The mixture was heated to +120° C. for 2 hours and then cooled. The mixture is poured into water and extracted successively with ethyl acetate (2×50 ml) and the organic phase dried over anhydrous sodium sulfate. Evaporation and drying under hi... Reactants: ClC1=CC=C(C=C1)S(=O)(=O)Cl (4-chlorobenzenesulfonyl chloride), O (water), FC(C(C(F)(F)F)(O)C1=CC(=CC=C1)C(C(F)(F)F)(O)C(F)(F)F)(F)F (1,3-bis-(2,2,2-trifluoro-1-hydroxy-1-trifluoromethylethyl)-benzene), [H-].[Na+] (sodium hydride). Run in CN(C)C=O (DMF), CN(C)C=O (DMF). Conditions: time 30 minute. The product is ClC1=CC=C(C=C1)S(=O)(=O)OC(C(F)(F)F)(C(F)(F)F)C1=CC(=CC=C1)C(C(F)(F)F)(OS(=O)(=O)C1=CC=C(C=C1)Cl)C(F)(F)F (1,3-bis-[1-(4-chlorobenzenesulfonyloxy)-2,2,2-trifluoro-1-trifluoromethylethyl]-benzene). RXN SMILES: [F:1][C:2]([F:26])([F:25])[C:3]([C:9]1[CH:14]=[CH:13][CH:12]=[C:11]([C:15]([C:21]([F:24])([F:23])[F:22])([OH:20])[C:16]([F:19])([F:18])[F:17])[CH:10]=1)([OH:8])[C:4]([F:7])([F:6])[F:5].[H-].[Na+].[Cl:29][C:30]1[CH:35]=[CH:34][C:33]([S:36](Cl)(=[O:38])=[O:37])=[CH:32][CH:31]=1.[OH2:40]>CN(C=O)C>[Cl:29][C:30]1[CH:35]=[CH:34][C:33]([S:36]([O:8][C:3]([C:9]2[CH:14]=[CH:13][CH:12]=[C:11]([C:15]([C:16]([F:17])([F:18])[F:19])([O:20][S:36]([C:33]3[CH:34]=[CH:35][C:30]([Cl:29])=[CH:31][CH:32]=3)(=[O:37])=[O:40])[C:21]([F:23])([F:22])[F:24])[CH:10]=2)([C:4]([F:7])([F:6])[F:5])[C:2]([F:25])([F:26])[F:1])(=[O:38])=[O:37])=[CH:32][CH:31]=1 |f:1.2|. Procedure: 4.1 g (10 mmol) of 1,3-bis-(2,2,2-trifluoro-1-hydroxy-1-trifluoromethylethyl)-benzene were dissolved in 20 ml of dry DMF, and 0.75 g (25 mmol) of sodium hydride (80% strength dispersion) was added. The clear solution formed was stirred for a further 30 minutes. 5.25 g (25 mmol) of 4-chlorobenzenesulfonyl chloride in 15 ml of DMF were then added dropwise at 10° to 15° C. The mixture was stirred for 48 hours at room temperature and poured into water. The crystalline precipitate was filtered off, r...